From a dataset of the Open Reaction Database (ORD), a public repository of structured organic reaction records. describe an organic reaction: reactants, conditions, products, and yield The reactants are ClC1=NC2=CC=CC=C2N=C1NN (2-chloro-3-hydrazinoquinoxaline). The solvent is C(CCC)(OCC)(OCC)OCC (triethyl orthobutyrate). Conditions: temperature 100 celsius. The product is ClC=1C=2N(C3=CC=CC=C3N1)C(=NN2)CCC (4-Chloro-1-propyl[1,2,4]triazolo[4,3-a]quinoxaline). As a reaction SMILES: [Cl:1][C:2]1[C:11]([NH:12][NH2:13])=[N:10][C:9]2[C:4](=[CH:5][CH:6]=[CH:7][CH:8]=2)[N:3]=1>C(OCC)(OCC)(OCC)CCC>[Cl:1][C:2]1[C:11]2[N:10]([C:9]([CH2:4][CH2:5][CH3:6])=[N:13][N:12]=2)[C:9]2[C:4]([N:3]=1)=[CH:5][CH:6]=[CH:7][CH:8]=2. Reported procedure: A reaction mixture of 5 g of 2-chloro-3-hydrazinoquinoxaline in 15 ml of triethyl orthobutyrate was heated at 100° C. for three hours. Upon cooling, the precipitated solid was filtered, washed with cyclohexane, and dried giving 4.0 g of 4-chloro-1-propyl[1,2,4]triazolo[4,3-aquinoxaline having a mp of 172°-175° C. Run in C(Cl)Cl (DCM). Reported procedure: To a solution of (3,5-dimethoxy-pyrazin-2-yl)-methanol (100 mg, 0.59 mmol) in DCM (5 mL) was added SOCl2 (5 eq) at room temperature. The mixture is stirred at room temperature for an additional one hour. Solvent and volatile materials are removed in vacuo to dryness to give 110 mg of 2-chloromethyl-3,5-dimethoxy-pyrazine as an oil. As a reaction SMILES: [CH3:1][O:2][C:3]1[C:4]([CH2:11]O)=[N:5][CH:6]=[C:7]([O:9][CH3:10])[N:8]=1.O=S(Cl)[Cl:15]>C(Cl)Cl>[Cl:15][CH2:11][C:4]1[C:3]([O:2][CH3:1])=[N:8][C:7]([O:9][CH3:10])=[CH:6][N:5]=1. Conditions: time 1 hour. The product is ClCC1=NC=C(N=C1OC)OC (2-chloromethyl-3,5-dimethoxy-pyrazine). Reactants: COC=1C(=NC=C(N1)OC)CO ((3,5-dimethoxy-pyrazin-2-yl)-methanol), O=S(Cl)Cl (SOCl2). The reactants are N1C=CC=2C(=CC=CC12)C=O (indol 4-carboxaldehyde), CI (methyl iodide). Reagents/catalysts: S(=O)(=O)(O)[O-].C(CCC)[N+](CCCC)(CCCC)CCCC (tetrabutyl ammonium hydrogen sulfate). The solvent is C(Cl)Cl (methylene chloride), [OH-].[Na+] (sodium hydroxide), C(Cl)Cl (methylene chloride). The product is CN1C=CC=2C(=CC=CC12)C=O (1-methyl-1H-indol-4-carboxaldehyde). As a reaction SMILES: [NH:1]1[C:9]2[CH:8]=[CH:7][CH:6]=[C:5]([CH:10]=[O:11])[C:4]=2[CH:3]=[CH:2]1.[CH3:12]I>C(Cl)Cl.S([O-])(O)(=O)=O.C([N+](CCCC)(CCCC)CCCC)CCC.[OH-].[Na+]>[CH3:12][N:1]1[C:9]2[CH:8]=[CH:7][CH:6]=[C:5]([CH:10]=[O:11])[C:4]=2[CH:3]=[CH:2]1 |f:3.4,5.6|. Procedure: 34 g of indol 4-carboxaldehyde in 800 ml of methylene chloride were mixed for 4 hours at ambient temperature with 79.5 g of tetrabutyl ammonium hydrogen sulfate and 16.04 ml of methyl iodide in 400 ml of 5N sodium hydroxide and 300 ml of methylene chloride were added, followed by decanting and extraction was effected with methylene chloride. The organic phase was washed with a saturated aqueous solution of sodium chloride, dried and concentrated to dryness. Tho residue was chromatographed on sil... The reactants are COC(=O)c1sccc1S(=O)(=O)N=C=O, CC#N, Cc1cc(C)nc(N)n1. Product: COC(=O)c1sccc1S(=O)(=O)NC(=O)Nc1nc(C)cc(C)n1. As a reaction SMILES: [CH3:10][O:11][C:12](=[O:13])[c:14]1[s:15][cH:16][cH:17][c:18]1[S:19](=[O:20])(=[O:21])[N:22]=[C:23]=[O:24].[CH3:25][C:26]#[N:27].[NH2:1][c:2]1[n:3][c:4]([CH3:9])[cH:5][c:6]([CH3:8])[n:7]1>>[NH:1]([c:2]1[n:3][c:4]([CH3:9])[cH:5][c:6]([CH3:8])[n:7]1)[C:23]([NH:22][S:19]([c:18]1[c:14]([C:12]([O:11][CH3:10])=[O:13])[s:15][cH:16][cH:17]1)(=[O:20])=[O:21])=[O:24]. The reactants are COC1=C(C=C2CCC(C2=C1)=O)N1CCOCC1 (6-methoxy-5-morpholino-2,3-dihydro-1H-inden-1-one), FC1=C(C=O)C=CC=C1C(F)(F)F (2-fluoro-3-(trifluoromethyl)benzaldehyde), CC=1C=CC(=CC1)S(=O)(=O)O (PTSA). Run in C(C)(=O)OCC (ethyl acetate), C1(=CC=CC=C1)C (toluene). Reaction conditions: temperature 120 celsius, time 6 hour. Yields the product FC1=C(\C=C/2\C(C3=CC(=C(C=C3C2)N2CCOCC2)OC)=O)C=CC=C1C(F)(F)F ((E)-2-(2-fluoro-3-(trifluoromethyl)benzylidene)-6-methoxy-5-morpholino-2,3-dihydro-1H-inden-1-one). As a reaction SMILES: [CH3:1][O:2][C:3]1[CH:11]=[C:10]2[C:6]([CH2:7][CH2:8][C:9]2=[O:12])=[CH:5][C:4]=1[N:13]1[CH2:18][CH2:17][O:16][CH2:15][CH2:14]1.[F:19][C:20]1[C:27]([C:28]([F:31])([F:30])[F:29])=[CH:26][CH:25]=[CH:24][C:21]=1[CH:22]=O.CC1C=CC(S(O)(=O)=O)=CC=1>C1(C)C=CC=CC=1.C(OCC)(=O)C>[F:19][C:20]1[C:27]([C:28]([F:29])([F:30])[F:31])=[CH:26][CH:25]=[CH:24][C:21]=1/[CH:22]=[C:8]1/[C:9](=[O:12])[C:10]2[C:6]([CH2:7]/1)=[CH:5][C:4]([N:13]1[CH2:14][CH2:15][O:16][CH2:17][CH2:18]1)=[C:3]([O:2][CH3:1])[CH:11]=2. Reported procedure: To a solution of 13 (100 mg, 0.404 mmol) in toluene 10 mL was added 2-fluoro-3-(trifluoromethyl)benzaldehyde 78 (77.7 mg, 0.404 mmol). PTSA (153.8 mg, 0.809 mmol) was added to the reaction mixture and stirred at 120° C. for 6 h. The reaction mass was diluted with ethyl acetate and washed with water (3×25 mL). The organic layer was dried over sodium sulphate and concentrated to get the crude compound 79 which was purified through flash chromatography by using 100-200 mesh silica gel. The compound... Starting materials: NC1=NN=C(S1)OC=1C=C(C2=C(B(OC2C(C(=O)OCC)C)O)C1)C (ethyl 2-(6-(5-amino-1,3,4-thiadiazol-2-yloxy)-1-hydroxy-4-methyl-1,3-dihydrobenzo[c][1,2]oxaborol-3-yl)propanoate), O.[OH-].[Li+] (lithium hydroxide hydrate). The solvent is O.C1CCOC1 (H2O THF). Reaction conditions: time 2 hour. The product is NC1=NN=C(S1)OC=1C=C(C2=C(B(OC2C(C(=O)O)C)O)C1)C (2-(6-(5-Amino-1,3,4-thiadiazol-2-yloxy)-1-hydroxy-4-methyl-1,3-dihydrobenzo[c][1,2]oxaborol-3-yl)propanoic acid). Reaction SMILES: [NH2:1][C:2]1[S:6][C:5]([O:7][C:8]2[CH:9]=[C:10]([CH3:25])[C:11]3[CH:15]([CH:16]([CH3:22])[C:17]([O:19]CC)=[O:18])[O:14][B:13]([OH:23])[C:12]=3[CH:24]=2)=[N:4][N:3]=1.O.[OH-].[Li+]>O.C1COCC1>[NH2:1][C:2]1[S:6][C:5]([O:7][C:8]2[CH:9]=[C:10]([CH3:25])[C:11]3[CH:15]([CH:16]([CH3:22])[C:17]([OH:19])=[O:18])[O:14][B:13]([OH:23])[C:12]=3[CH:24]=2)=[N:4][N:3]=1 |f:1.2.3,4.5|. Procedure details: Into a 50-mL round-bottom flask was placed a solution of ethyl 2-(6-(5-amino-1,3,4-thiadiazol-2-yloxy)-1-hydroxy-4-methyl-1,3-dihydrobenzo[c][1,2]oxaborol-3-yl)propanoate (500 mg, 1.32 mmol, 1.00 equiv, 96%) in H2O/THF (10/10 mL), then added lithium hydroxide hydrate (230 mg, 5.48 mmol, 4.00 equiv). The resulting solution was stirred for 2 h at room temperature. The resulting mixture was concentrated under vacuum. The residual solution was adjusted to pH 3 with HCl (1 mol/L) and stirred for 30 m... Yields the product CCOC(=O)COc1cc(F)ccc1C(=S)NCc1nc2c(F)c(F)cc(F)c2s1. The reactants are CCOC(=O)COc1cc(F)ccc1C(=O)NCc1nc2c(F)c(F)cc(F)c2s1, CCOC(C)=O, O, S=P12SP3(=S)SP(=S)(S1)SP(=S)(S2)S3, c1ccncc1. As a reaction SMILES: [CH2:15]([CH3:16])[O:17][C:18]([CH2:19][O:20][c:21]1[c:22]([C:28]([NH:29][CH2:30][c:31]2[s:32][c:33]3[c:34]([n:35]2)[c:36]([F:42])[c:37]([F:41])[cH:38][c:39]3[F:40])=[O:43])[cH:23][cH:24][c:25]([F:27])[cH:26]1)=[O:44].[CH3:52][CH2:53][O:54][C:55](=[O:56])[CH3:57].[OH2:51].[P:1]12(=[S:2])[S:3][P:4]3(=[S:14])[S:5][P:6](=[S:12])([S:7][P:8](=[S:11])([S:9]3)[S:10]1)[S:13]2.[cH:45]1[cH:46][cH:47][n:48][cH:49][cH:50]1>>[S:2]=[C:28]([c:22]1[c:21]([O:20][CH2:19][C:18]([O:17][CH2:15][CH3:16])=[O:44])[cH:26][c:25]([F:27])[cH:24][cH:23]1)[NH:29][CH2:30][c:31]1[s:32][c:33]2[c:34]([n:35]1)[c:36]([F:42])[c:37]([F:41])[cH:38][c:39]2[F:40].